Dataset: the Open Reaction Database (ORD), a public repository of structured organic reaction records. Task: describe an organic reaction: reactants, conditions, products, and yield Reactants: C(C1=CC=CC=C1)N1C[C@@H]2N(C(C=3C=C(C=CC3C2)C)=O)CC1 ((R)-2-benzyl-8-methyl-1,2,3,4,11,11a-hexahydro-pyrazino[1,2-b]isoquinolin-6-one), C(CCC)[Sn](C=C)(CCCC)CCCC (tributyl(vinyl)tin), [Li+].[Cl-] (LiCl). Reagents/catalysts: Cl[Pd]([P](C1=CC=CC=C1)(C2=CC=CC=C2)C3=CC=CC=C3)([P](C4=CC=CC=C4)(C5=CC=CC=C5)C6=CC=CC=C6)Cl (dichlorobis(triphenylphosphine)palladium). Run in C1(=CC=CC=C1)C (toluene), C(C)(=O)OCC (ethyl acetate). Reaction conditions: temperature 110 celsius. Yields the product C(C1=CC=CC=C1)N1C[C@@H]2N(C(C=3C=C(C=CC3C2)C=C)=O)CC1 ((R)-2-benzyl-8-vinyl-1,2,3,4,11,11a-hexahydro-pyrazino[1,2-b]isoquinolin-6-one). RXN SMILES: [CH2:1]([N:8]1[CH2:23][CH2:22][N:11]2[C:12](=[O:21])[C:13]3[CH:14]=[C:15]([CH3:20])[CH:16]=[CH:17][C:18]=3[CH2:19][C@@H:10]2[CH2:9]1)[C:2]1[CH:7]=[CH:6][CH:5]=[CH:4][CH:3]=1.[CH2:24]([Sn](CCCC)(CCCC)C=C)CCC.[Li+].[Cl-]>C1(C)C=CC=CC=1.C(OCC)(=O)C.Cl[Pd](Cl)([P](C1C=CC=CC=1)(C1C=CC=CC=1)C1C=CC=CC=1)[P](C1C=CC=CC=1)(C1C=CC=CC=1)C1C=CC=CC=1>[CH2:1]([N:8]1[CH2:23][CH2:22][N:11]2[C:12](=[O:21])[C:13]3[CH:14]=[C:15]([CH:20]=[CH2:24])[CH:16]=[CH:17][C:18]=3[CH2:19][C@@H:10]2[CH2:9]1)[C:2]1[CH:7]=[CH:6][CH:5]=[CH:4][CH:3]=1 |f:2.3,^1:56,75|. Procedure: Degassed mixture of (R)-2-benzyl-8-methyl-1,2,3,4,11,11a-hexahydro-pyrazino[1,2-b]isoquinolin-6-one (50 mg, 0.13 mmol), tributyl(vinyl)tin (64 mg, 0.20 mmol), dichlorobis(triphenylphosphine)palladium (9.1 mg, 0.013 mmol) and LiCl (27.5 mg, 0.65 mmol) in toluene (1 mL) was heated at 110° C. for 18 h to give dark brownish reaction mixture. The mixture was then cooled, diluted with ethyl acetate (10 mL) and filtered through bed of celite and rinsed with more ethyl acetate (20 mL). Filtrate was conc... Product: CN(C(C#N)C=1SC=CC1)C (2-Dimethylamino-2-(2-thienyl)acetonitrile). The solvent is CO (methanol), O (water), O (water). Procedure: A solution of 131.5 g. of dimethylamine hydrochloride in 200 ml of water was stirred and 59 g of sodium cyanide added. A solution of 112 g of 2-thiophenecarboxaldehyde in 100 ml of methanol was added from a dropping funnel while the temperature was kept below 30° C. The mixture was then maintained at 30° C. for 4 hours; it was then poured into 3 1. of water. Reactants: S1C(=CC=C1)C=O (2-thiophenecarboxaldehyde), [C-]#N.[Na+] (sodium cyanide), Cl.CNC (dimethylamine hydrochloride). RXN SMILES: Cl.[CH3:2][NH:3][CH3:4].[C-:5]#[N:6].[Na+].[S:8]1[CH:12]=[CH:11][CH:10]=[C:9]1[CH:13]=O>O.CO>[CH3:2][N:3]([CH3:4])[CH:13]([C:9]1[S:8][CH:12]=[CH:11][CH:10]=1)[C:5]#[N:6] |f:0.1,2.3|. Reaction conditions: temperature 30 celsius.